Dataset: the Open Reaction Database (ORD), a public repository of structured organic reaction records. Task: describe an organic reaction: reactants, conditions, products, and yield Reactants: [OH-].[K+] (KOH), ClC=1C(=C(C(=O)O)C=CC1)NC(CBr)=O (3-Chloro-2-(bromoacetamido)benzoic Acid), NC1=CC=CC=C1 (aniline), ice water. Run in CN(C)C=O (DMF). Run at time 4 hour. The product is ClC=1C(=C(C(=O)O)C=CC1)NC(CNC1=CC=CC=C1)=O (3-Chloro-2-[(N-phenylamino)acetamido]benzoic Acid). Yield: 38.0%. RXN SMILES: [Cl:1][C:2]1[C:3]([NH:11][C:12](=[O:15])[CH2:13]Br)=[C:4]([CH:8]=[CH:9][CH:10]=1)[C:5]([OH:7])=[O:6].[NH2:16][C:17]1[CH:22]=[CH:21][CH:20]=[CH:19][CH:18]=1.[OH-].[K+]>CN(C=O)C>[Cl:1][C:2]1[C:3]([NH:11][C:12](=[O:15])[CH2:13][NH:16][C:17]2[CH:22]=[CH:21][CH:20]=[CH:19][CH:18]=2)=[C:4]([CH:8]=[CH:9][CH:10]=1)[C:5]([OH:7])=[O:6] |f:2.3|. Procedure details: A solution of 3-chloro-2-(bromoacetamido)benzoic acid from Example 39 (7.5 g, 0.026 mol), aniline (5.8 mL, 250 mol %) and anhydrous DMF (60 mL) was heated at 95-100° C. for 20 h, cooled and stirred at rt for 4 h. The reaction mixture was poured into ice-water (400 mL) and the precipitated product was solubilized by adding aqueous 5% KOH (60 mL). The resulting milky homogenous solution was extracted with CH2Cl2 (3×70 mL). The combined CH2Cl2 extracts were set aside and the aqueous layer was acidi... Starting materials: NC1=C2C(=NC=N1)N(N=C2C2=CC(=C(C=C2)NS(=O)(=O)C2=C(C(=CC=C2)Cl)Cl)F)CC(=O)OCC (Ethyl 2-[4-amino-3-(4-{[(2,3-dichlorophenyl)sulfonyl]amino}-3-fluorophenyl)-1H-pyrazolo[3,4-d]pyrimidin-1-yl]acetate), N1CCOCC1 (morpholine), amide. Product: NC1=C2C(=NC=N1)N(N=C2C2=CC(=C(C=C2)NS(=O)(=O)C2=C(C(=CC=C2)Cl)Cl)F)CC(=O)N2CCOCC2 (N1-{4-[4-amino-1-(2-morpholino-2-oxoethyl)-1H-pyrazolo[3,4-d]pyrimidin-3-yl]-2-fluorophenyl}-2,3-dichloro-1-benzenesulfonamide). Reaction SMILES: [NH2:1][C:2]1[N:7]=[CH:6][N:5]=[C:4]2[N:8]([CH2:30][C:31](OCC)=[O:32])[N:9]=[C:10]([C:11]3[CH:16]=[CH:15][C:14]([NH:17][S:18]([C:21]4[CH:26]=[CH:25][CH:24]=[C:23]([Cl:27])[C:22]=4[Cl:28])(=[O:20])=[O:19])=[C:13]([F:29])[CH:12]=3)[C:3]=12.[NH:36]1[CH2:41][CH2:40][O:39][CH2:38][CH2:37]1>>[NH2:1][C:2]1[N:7]=[CH:6][N:5]=[C:4]2[N:8]([CH2:30][C:31]([N:36]3[CH2:41][CH2:40][O:39][CH2:38][CH2:37]3)=[O:32])[N:9]=[C:10]([C:11]3[CH:16]=[CH:15][C:14]([NH:17][S:18]([C:21]4[CH:26]=[CH:25][CH:24]=[C:23]([Cl:27])[C:22]=4[Cl:28])(=[O:20])=[O:19])=[C:13]([F:29])[CH:12]=3)[C:3]=12. Procedure details: Ethyl 2-[4-amino-3-(4-{[(2,3-dichlorophenyl)sulfonyl]amino}-3-fluorophenyl)-1H-pyrazolo[3,4-d]pyrimidin-1-yl]acetate was treated with morpholine using the representative procedure for amide formation. Purification by preparative HPLC (25 to 100% CH3CN in 0.1 M aqueous ammonium acetate over 20 min at 21 mL/min using an 8μ Hypersi1HS C18, 250×21 mm column, Rt 9.3-9.8 min) afforded N1-{4-[4-amino-1-(2-morpholino-2-oxoethyl)-1H-pyrazolo[3,4-d]pyrimidin-3-yl]-2-fluorophenyl}-2,3-dichloro-1-benzenesul... Yields the product CCCCN1CC(C)(C)SC1=NC(=O)c1cc(Cl)ccc1OC. Starting materials: CCCCN1CC(C)(C)SC1=N, CCN=C=NCCCN(C)C, CN(C)c1ccncc1, COc1ccc(Cl)cc1C(=O)O, On1nnc2ccccc21, c1ccncc1. RXN SMILES: [CH2:1]([CH2:2][CH2:3][CH3:4])[N:5]1[C:6](=[NH:12])[S:7][C:8]([CH3:10])([CH3:11])[CH2:9]1.[CH3:25][CH2:26][N:27]=[C:28]=[N:29][CH2:30][CH2:31][CH2:32][N:33]([CH3:34])[CH3:35].[CH3:46][N:47]([c:48]1[cH:49][cH:50][n:51][cH:52][cH:53]1)[CH3:54].[Cl:13][c:14]1[cH:15][cH:16][c:17]([O:23][CH3:24])[c:18]([C:19](=[O:20])[OH:21])[cH:22]1.[OH:36][n:37]1[c:38]2[c:39]([cH:40][cH:41][cH:42][cH:43]2)[n:44][n:45]1.[cH:55]1[cH:56][cH:57][n:58][cH:59][cH:60]1>>[CH2:1]([CH2:2][CH2:3][CH3:4])[N:5]1[C:6](=[N:12][C:19]([c:18]2[c:17]([O:23][CH3:24])[cH:16][cH:15][c:14]([Cl:13])[cH:22]2)=[O:20])[S:7][C:8]([CH3:10])([CH3:11])[CH2:9]1. The solvent is C(C)O (ethanol). Product: BrC1=C(C=C(C2=CC=CC=C12)OCCCCC)C=1C=C(C=CC(=O)O)C=CC1 (3-(1-bromo4-pentyloxynaphthalene-2-yl)cinnamic acid). Reaction SMILES: [Br:1][C:2]1[C:11]2[C:6](=[CH:7][CH:8]=[CH:9][CH:10]=2)[C:5]([O:12][CH2:13][CH2:14][CH2:15][CH2:16][CH3:17])=[CH:4][C:3]=1[C:18]1[CH:19]=[C:20]([CH:27]=[CH:28][CH:29]=1)[CH:21]=[CH:22][C:23]([O:25]C)=[O:24].[OH-].[Na+]>C(O)C>[Br:1][C:2]1[C:11]2[C:6](=[CH:7][CH:8]=[CH:9][CH:10]=2)[C:5]([O:12][CH2:13][CH2:14][CH2:15][CH2:16][CH3:17])=[CH:4][C:3]=1[C:18]1[CH:19]=[C:20]([CH:27]=[CH:28][CH:29]=1)[CH:21]=[CH:22][C:23]([OH:25])=[O:24] |f:1.2|. Reported procedure: Methyl 3-(1-bromo-4-pentyloxynaphthalene-2-yl)cinnamate (588 mg, 1.56 mmol), ethanol (4 ml) and a 1N aqueous sodium hydroxide solution (4 ml) were mixed, and this solution was refluxed under heating for 1 hour. Ethanol was evaporated under reduced pressure and conc. hydrochloric acid was added to make the reaction mixture acidic. THF (5 ml) and ethyl acetate (20 ml) were added to dissolve the precipitated crystals. The organic layer was separated and the aqueous layer was extracted twice with et... The yield is 78.8%. Starting materials: BrC1=C(C=C(C2=CC=CC=C12)OCCCCC)C=1C=C(C=CC(=O)OC)C=CC1 (Methyl 3-(1-bromo-4-pentyloxynaphthalene-2-yl)cinnamate), [OH-].[Na+] (sodium hydroxide). Starting materials: C1(=CCCC1)C1=C(C=CC=C1)S(=O)(=O)N (2-(1-cyclopentenyl)benzenesulfonamide), C(=O)(Cl)Cl (phosgene), C(CCC)N=C=O (n-butylisocyanate), C1CN2CCN1CC2 (DABCO). The solvent is xylenes. The product is C1(=CCCC1)C1=C(C=CC=C1)S(=O)(=O)N=C=O (2-(1-Cyclopentenyl)benzenesulfonyl Isocyanate). RXN SMILES: [C:1]1([C:6]2[CH:11]=[CH:10][CH:9]=[CH:8][C:7]=2[S:12]([NH2:15])(=[O:14])=[O:13])[CH2:5][CH2:4][CH2:3][CH:2]=1.C(N=[C:21]=[O:22])CCC.C1N2CCN(CC2)C1.C(Cl)(Cl)=O>>[C:1]1([C:6]2[CH:11]=[CH:10][CH:9]=[CH:8][C:7]=2[S:12]([N:15]=[C:21]=[O:22])(=[O:13])=[O:14])[CH2:5][CH2:4][CH2:3][CH:2]=1. Reported procedure: A solution of 2.5 g of 2-(1-cyclopentenyl)benzenesulfonamide in 20 ml of xylenes was contacted with 1.4 g of n-butylisocyanate and a trace amount (ca. 20 mg) of DABCO then heated to reflux of 139°. Liquified phosgene (1.2 ml) was then added thereby reducing the temperature and reflux continued until the boiling point of the mixture stopped rising towards the original 139° (ca. 15 min. required), which indicated a complete reaction. The solution was then evaporated under reduced pressure to yield...